This data is from the Open Reaction Database (ORD), a public repository of structured organic reaction records. The task is: describe an organic reaction: reactants, conditions, products, and yield Reactants: [O-]C1=CC=CC=C1.[Na+] (sodium phenoxide), ClC1=NC=CN=C1Cl (2,3-dichloropyrazine). Yields the product ClC1=NC=CN=C1OC1=CC=CC=C1 (2-chloro-3-phenoxypyrazine). RXN SMILES: [O-:1][C:2]1[CH:7]=[CH:6][CH:5]=[CH:4][CH:3]=1.[Na+].[Cl:9][C:10]1[C:15](Cl)=[N:14][CH:13]=[CH:12][N:11]=1>>[Cl:9][C:10]1[C:15]([O:1][C:2]2[CH:7]=[CH:6][CH:5]=[CH:4][CH:3]=2)=[N:14][CH:13]=[CH:12][N:11]=1 |f:0.1|. Procedure details: A suspension of 0.1 mole of sodium phenoxide and 0.1 mole, 2,3-dichloropyrazine is refluxed 10-20 hours. The cooled mixture is extracted with diethyl ether, washed with cold 2 N sodium hydroxide solution, dried, and evaporated to give 2-chloro-3-phenoxypyrazine. Starting materials: C(C1=CC=CC=C1)OC=1C=CC2=C(C=C(O2)C=O)C1C(C)(C)C (5-benzyloxy-4-tert-butyl-2-formylbenzofuran), CCCCC (pentane), C(CCC)[Li] (n-butyllithium), [Br-].C(CCCCCC)[P+](C1=CC=CC=C1)(C1=CC=CC=C1)C1=CC=CC=C1 (n-heptyltriphenylphosphonium bromide), ice water. Solvent: O1CCCC1 (tetrahydrofuran), O1CCCC1 (tetrahydrofuran). Run at time 30 minute. Yields the product C(C1=CC=CC=C1)OC=1C=CC2=C(C=C(O2)C=CCCCCCC)C1C(C)(C)C (5-benzyloxy-4-tert-butyl-2-(1-octenyl)benzofuran). Isolated yield 91.2%. As a reaction SMILES: CCCCC.C([Li])CCC.[Br-].[CH2:12]([P+](C1C=CC=CC=1)(C1C=CC=CC=1)C1C=CC=CC=1)[CH2:13][CH2:14][CH2:15][CH2:16][CH2:17][CH3:18].[CH2:38]([O:45][C:46]1[CH:47]=[CH:48][C:49]2[O:53][C:52]([CH:54]=O)=[CH:51][C:50]=2[C:56]=1[C:57]([CH3:60])([CH3:59])[CH3:58])[C:39]1[CH:44]=[CH:43][CH:42]=[CH:41][CH:40]=1>O1CCCC1>[CH2:38]([O:45][C:46]1[CH:47]=[CH:48][C:49]2[O:53][C:52]([CH:54]=[CH:12][CH2:13][CH2:14][CH2:15][CH2:16][CH2:17][CH3:18])=[CH:51][C:50]=2[C:56]=1[C:57]([CH3:58])([CH3:60])[CH3:59])[C:39]1[CH:44]=[CH:43][CH:42]=[CH:41][CH:40]=1 |f:2.3|. Procedure: A pentane solution (2.6 ml, 4.2 mmol) of 1.6M n-butyllithium was added dropwise to a solution of n-heptyltriphenylphosphonium bromide (1.84 g, 4.2 mmol) in tetrahydrofuran (10 ml) under a nitrogen atmosphere. After stirring the mixture at room temperature for 30 min, a solution of 5-benzyloxy-4-tert-butyl-2-formylbenzofuran (1.0 g, 3.2 mmol) in tetrahydrofuran (10 ml) was added dropwise. Subsequently, the mixture was stirred at room temperature for 30 min, poured into ice water and subjected to ... Starting materials: CCOC(=O)c1sc(SC)c2c1CCc1sc(-c3ccccc3)nc1-2, CCO, Cl, [Na+], C1CCOC1, [OH-], O. Product: CSc1sc(C(=O)O)c2c1-c1nc(-c3ccccc3)sc1CC2. Reaction SMILES: [CH3:1][S:2][c:3]1[s:4][c:5]([C:21](=[O:22])[O:23][CH2:24][CH3:25])[c:6]2[c:20]1-[c:10]1[c:9]([s:13][c:12](-[c:14]3[cH:15][cH:16][cH:17][cH:18][cH:19]3)[n:11]1)[CH2:8][CH2:7]2.[CH3:26][CH2:27][OH:28].[ClH:31].[Na+:30].[O:33]1[CH2:34][CH2:35][CH2:36][CH2:37]1.[OH-:29].[OH2:32]>>[CH3:1][S:2][c:3]1[s:4][c:5]([C:21](=[O:22])[OH:23])[c:6]2[c:20]1-[c:10]1[c:9]([s:13][c:12](-[c:14]3[cH:15][cH:16][cH:17][cH:18][cH:19]3)[n:11]1)[CH2:8][CH2:7]2.